Task: describe an organic reaction: reactants, conditions, products, and yield. Dataset: the Open Reaction Database (ORD), a public repository of structured organic reaction records Reactants: C(C(=O)Cl)(=O)Cl (Oxalyl chloride), CN(C=O)C (N,N-dimethylformamide), C1(=CC=CC=C1)N1C(=O)NC(=O)C=C1C1=CC=CC=C1 (1,6-Diphenyluracil). Solvent: ClCCl (dichloromethane). Product: ClC1=NC(N(C(=C1)C1=CC=CC=C1)C1=CC=CC=C1)=O (4-chloro-1,6-diphenylpyrimidine-2(1H)-one). Isolated yield 34.9%. RXN SMILES: [C:1]([Cl:6])(=O)[C:2](Cl)=O.CN(C)C=O.[C:12]1([N:18]2[C:25]([C:26]3[CH:31]=[CH:30][CH:29]=[CH:28][CH:27]=3)=CC(=O)[NH:21][C:19]2=[O:20])[CH:17]=[CH:16][CH:15]=[CH:14][CH:13]=1>ClCCl>[Cl:6][C:1]1[CH:2]=[C:25]([C:26]2[CH:31]=[CH:30][CH:29]=[CH:28][CH:27]=2)[N:18]([C:12]2[CH:17]=[CH:16][CH:15]=[CH:14][CH:13]=2)[C:19](=[O:20])[N:21]=1. Procedure details: Oxalyl chloride (3.1 g, 24.4 mmol) was added to a mixture of N,N-dimethylformamide (1.8 g, 24.6 mmol) in dichloromethane (30 ml) at −5° C. to 0° C. under stirring. After the completion of addition the reaction temperature was allowed to reach 20° C. to 25° C. 1,6-Diphenyluracil (4.0 g, 15.2 mmol) was added in portions to the resulted suspension for 2.5 hrs. The reaction mixture was heated to reflux for 4 hours under stirring and continued stirring for 12 hours at room temperature. The reaction m... Reactants: C(C(=O)C1=CC=CC=C1)Br (phenacyl bromide), CCOC1=CC(=CC=C1)N (m-phenetidine), C(=O)([O-])[O-].[Na+].[Na+] (Na2CO3). The solvent is C(C)O (ethanol). The product is C(C)OC=1C=C(C=CC1)NC1=C(C=CC=C1)C(C)=O (2'-(3-ethoxyphenylamino)acetophenone). RXN SMILES: [CH2:1](Br)[C:2]([C:4]1[CH:9]=[CH:8][CH:7]=[CH:6][CH:5]=1)=[O:3].[CH3:11][CH2:12][O:13][C:14]1[CH:19]=[CH:18][CH:17]=[C:16]([NH2:20])[CH:15]=1.C([O-])([O-])=O.[Na+].[Na+]>C(O)C>[CH2:12]([O:13][C:14]1[CH:15]=[C:16]([NH:20][C:5]2[CH:6]=[CH:7][CH:8]=[CH:9][C:4]=2[C:2](=[O:3])[CH3:1])[CH:17]=[CH:18][CH:19]=1)[CH3:11] |f:2.3.4|. Procedure details: 5 g of phenacyl bromide and 3.78 g of m-phenetidine are stirred at 50° C. for 2.5 h in 50 ml of ethanol in the presence of 5.85 g of powdered Na2CO3. The mixture is then cooled and concentrated in an RE. The residue is partitioned between water and methylene chloride and the aqueous phase is extracted twice with methylene chloride. The combined organic phases are dried over Na2SO4 and concentrated. The residue is slurried with ether and the crystals are filtered off, 2'-(3-ethoxyphenylamino)acet... Reactants: Cc1ccc(C=NO)cc1, O=NCl. Yields the product Cc1ccc(C(Cl)=NO)cc1. As a reaction SMILES: [CH3:1][c:2]1[cH:3][cH:4][c:5]([CH:6]=[N:7][OH:8])[cH:9][cH:10]1.[N:11](=[O:12])[Cl:13]>>[CH3:1][c:2]1[cH:3][cH:4][c:5]([C:6](=[N:7][OH:8])[Cl:13])[cH:9][cH:10]1. Starting materials: COc1ccc2[nH]c(S(=O)Cc3ncc(C)c(OC)c3C)nc2c1, ClC(Cl)Cl, O=C(OO)c1cccc(Cl)c1, O=S(Cc1ccccn1)c1nc2ccccc2[nH]1, c1ccc(CSc2nc3ccccc3[nH]2)nc1. The product is O=C(O)c1cccc(Cl)c1. As a reaction SMILES: [CH3:1][O:2][c:3]1[cH:4][cH:5][c:6]2[nH:7][c:8]([S:9]([CH2:10][c:11]3[c:12]([CH3:13])[c:14]([O:15][CH3:16])[c:17]([CH3:18])[cH:19][n:20]3)=[O:21])[n:22][c:23]2[cH:24]1.[CH:71]([Cl:72])([Cl:73])[Cl:74].[OH:60][O:61][C:62](=[O:63])[c:64]1[cH:65][cH:66][cH:67][c:68]([Cl:69])[cH:70]1.[n:25]1[cH:26][cH:27][cH:28][cH:29][c:30]1[CH2:31][S:32]([c:33]1[nH:34][c:35]2[cH:36][cH:37][cH:38][cH:39][c:40]2[n:41]1)=[O:42].[n:43]1[cH:44][cH:45][cH:46][cH:47][c:48]1[CH2:49][S:50][c:51]1[nH:52][c:53]2[cH:54][cH:55][cH:56][cH:57][c:58]2[n:59]1>>[O:61]=[C:62]([OH:63])[c:64]1[cH:65][cH:66][cH:67][c:68]([Cl:69])[cH:70]1. Starting materials: S(=O)(=O)([O-])[O-].[Mg+2] (Magnesium sulfate), C(C)(=O)NC(C(=O)OC)CCC1=CC=C(C=C1)CCCCCCCC (methyl 2-acetamido-4-(4-octylphenyl)butyrate), [Li] (lithium). Solvent: O1CCCC1 (tetrahydrofuran), O1CCCC1 (tetrahydrofuran), O1CCCC1 (tetrahydrofuran). Reaction conditions: time 30 minute. The product is C(C)(=O)NC(CO)CCC1=CC=C(C=C1)CCCCCCCC (2-Acetamido-4-(4-octylphenyl)butanol). Isolated yield 65.3%. Reaction SMILES: [Li].[C:2]([NH:5][CH:6]([CH2:11][CH2:12][C:13]1[CH:18]=[CH:17][C:16]([CH2:19][CH2:20][CH2:21][CH2:22][CH2:23][CH2:24][CH2:25][CH3:26])=[CH:15][CH:14]=1)[C:7](OC)=[O:8])(=[O:4])[CH3:3].S([O-])([O-])(=O)=O.[Mg+2]>O1CCCC1>[C:2]([NH:5][CH:6]([CH2:11][CH2:12][C:13]1[CH:18]=[CH:17][C:16]([CH2:19][CH2:20][CH2:21][CH2:22][CH2:23][CH2:24][CH2:25][CH3:26])=[CH:15][CH:14]=1)[CH2:7][OH:8])(=[O:4])[CH3:3] |f:2.3,^1:0|. Procedure: To a suspension of lithium abluminum hydride (1.2 g) in tetrahydrofuran (100 ml), a solution of methyl 2-acetamido-4-(4-octylphenyl)butyrate (11 g) in tetrahydrofuran (200 ml) was added and the suspension was stirred at room temperature for 30 minutes. An aqueous tetrahydrofuran (70%, 10 ml) was added to the solution and the mixture was left standing overnight. Magnesium sulfate was added to the mixture, the precipitate was filtered off and the solvent was distilled away under reduced pressure. ... Starting materials: resultant mixture, O[Li].O (LiOH.H2O), O (water), ClC=1C=C2C(CCOC2=C(C1)Cl)(O)C(=O)OC (6,8-Dichloro-4-hydroxychroman-4-yl-carboxylic Acid, Methyl Ester). Solvent: C1CCOC1 (THF). Product: ClC=1C=C2C(CCOC2=C(C1)Cl)(O)C(=O)O (6,8-Dichloro-4-hydroxychroman-4yl-carboxylic Acid). Reaction SMILES: O[Li].O.O.[Cl:5][C:6]1[CH:7]=[C:8]2[C:13](=[C:14]([Cl:16])[CH:15]=1)[O:12][CH2:11][CH2:10][C:9]2([C:18]([O:20]C)=[O:19])[OH:17]>C1COCC1>[Cl:5][C:6]1[CH:7]=[C:8]2[C:13](=[C:14]([Cl:16])[CH:15]=1)[O:12][CH2:11][CH2:10][C:9]2([C:18]([OH:20])=[O:19])[OH:17] |f:0.1|. Procedure: LiOH.H2O (0.15 g; 3.6 mmol) and water (2 mL) were added to a solution of 6,8-dichloro-4hydroxychroman-4yl-carboxylic acid, methyl ester (0.50 g; 1.8 mmol; from step (i) above) in THF (5 mL). The resultant mixture was stirred at room temperature for 30 min., THF was evaporated and the water phase was washed with methylene chloride. The reaction mixture was made acidic with HCl (2M) and extracted with methylene chloride. The organic layer was dried (Na2SO4) and evaporated, yielding the sub-title c... Reactants: NC1=NNC=C1 (3-aminopyrazole), O\C=C\1/C(NC2=CC=CC=C12)=O (Z-3-[(hydroxy)-methylene]-1,3-dihydro-indol-2-one), COC1=CC=C(C=C1)C=1C=C(NN1)N (5-(4-methoxy-phenyl)-2H-pyrazol-3-ylamine). Run in O1CCCC1 (tetrahydrofuran). Product: COC1=CC=C(C=C1)C=1C=C(NN1)NC=C1C(NC2=CC=CC=C12)=O (3-{[5-(4-Methoxy-phenyl)2H-pyrazol-3-ylamino]-methylene}-1,3-dihydro-indol-2-one). As a reaction SMILES: NC1C=CNN=1.O/[CH:8]=[C:9]1\[C:10](=[O:18])[NH:11][C:12]2[C:17]\1=[CH:16][CH:15]=[CH:14][CH:13]=2.[CH3:19][O:20][C:21]1[CH:26]=[CH:25][C:24]([C:27]2[CH:28]=[C:29]([NH2:32])[NH:30][N:31]=2)=[CH:23][CH:22]=1>O1CCCC1>[CH3:19][O:20][C:21]1[CH:22]=[CH:23][C:24]([C:27]2[CH:28]=[C:29]([NH:32][CH:8]=[C:9]3[C:17]4[C:12](=[CH:13][CH:14]=[CH:15][CH:16]=4)[NH:11][C:10]3=[O:18])[NH:30][N:31]=2)=[CH:25][CH:26]=1. Reported procedure: The named compound is prepared by substituting 5-(4-methoxy-phenyl)-2H-pyrazol-3-ylamine for 3-aminopyrazole in the reaction of Example 1. Specifically, E & Z-3-[(hydroxy)-methylene]-1,3-dihydro-indol-2-one (0.100 gms.) is reacted with 0.2392 gms. of 5-(4-methoxy-phenyl)-2H-pyrazol-3-ylamine by refluxing in tetrahydrofuran (2.5 mL).